From a dataset of the Open Reaction Database (ORD), a public repository of structured organic reaction records. describe an organic reaction: reactants, conditions, products, and yield Starting materials: CCOC(=O)c1ccc(Br)s1, O=C([O-])[O-], CC1CNCCN1C, Cc1ccccc1, [Cs+], [Cs+], CC(=O)[O-], CC(=O)[O-], [Pd+2]. Product: CCOC(=O)c1ccc(N2CCN(C)C(C)C2)s1. Reaction SMILES: [Br:1][c:2]1[cH:3][cH:4][c:5]([C:7](=[O:8])[O:9][CH2:10][CH3:11])[s:6]1.[C:20](=[O:21])([O-:22])[O-:23].[CH3:12][N:13]1[CH:14]([CH3:19])[CH2:15][NH:16][CH2:17][CH2:18]1.[CH3:26][c:27]1[cH:28][cH:29][cH:30][cH:31][cH:32]1.[Cs+:24].[Cs+:25].[O-:34][C:35]([CH3:36])=[O:37].[O-:38][C:39]([CH3:40])=[O:41].[Pd+2:33]>>[c:2]1([N:16]2[CH2:15][CH:14]([CH3:19])[N:13]([CH3:12])[CH2:18][CH2:17]2)[cH:3][cH:4][c:5]([C:7](=[O:8])[O:9][CH2:10][CH3:11])[s:6]1. Reactants: ClCCCCCCNC=1C=C(C=C2C(=CC=NC12)C)OC (N-(6-chlorohexyl)-6-methoxy-4-methyl-8-quinolinamine), N1(CCNCC1)C(=O)OCC (1-piperazinecarboxylic acid, ethyl ester). Run in C1(=CC=CC=C1)C (toluene), C(C)(=O)OCC (ethyl acetate), C1(=CC=CC=C1)C (toluene). The product is COC=1C=C2C(=CC=NC2=C(C1)NCCCCCCN1CCN(CC1)C(=O)OCC)C (4-[6-[(6-Methoxy-4-methyl-8-quinolinyl)amino]hexyl]-1-piperazinecarboxylic acid, ethyl ester). Yield: 21.0%. Reaction SMILES: Cl[CH2:2][CH2:3][CH2:4][CH2:5][CH2:6][CH2:7][NH:8][C:9]1[CH:10]=[C:11]([O:20][CH3:21])[CH:12]=[C:13]2[C:18]=1[N:17]=[CH:16][CH:15]=[C:14]2[CH3:19].[N:22]1([C:28]([O:30][CH2:31][CH3:32])=[O:29])[CH2:27][CH2:26][NH:25][CH2:24][CH2:23]1>C1(C)C=CC=CC=1.C(OCC)(=O)C>[CH3:21][O:20][C:11]1[CH:12]=[C:13]2[C:18](=[C:9]([NH:8][CH2:7][CH2:6][CH2:5][CH2:4][CH2:3][CH2:2][N:25]3[CH2:24][CH2:23][N:22]([C:28]([O:30][CH2:31][CH3:32])=[O:29])[CH2:27][CH2:26]3)[CH:10]=1)[N:17]=[CH:16][CH:15]=[C:14]2[CH3:19]. Procedure: A mixture of 6.0 g (0.0195 mole) of N-(6-chlorohexyl)-6-methoxy-4-methyl-8-quinolinamine and 6 ml of 1-piperazinecarboxylic acid, ethyl ester in 2 ml of toluene was heated in an oil bath at 135° for 3 hr, allowed to cool, diluted with ethyl acetate and toluene, washed with water, dried, and concentrated to dryness in vacuo. The residue was chromatographed over 700 g of silica gel first with 2 l of ethyl acetate and then with 2 l each of the following solutions of methanol in ethyl acetate: 2%, 5... Starting materials: CC(C)(C)C1=CC=C(C=C1)CC(=O)CC1=CC=C(C=C1)C(C)(C)C (4-(1,1-Dimethylethyl)phenylmethyl ketone), C(C)O (ethanol), C(C)OC(N(C)C)OCC (N,N-dimethylformamide diethyl acetal), C(C)O (ethanol). Run in C(=O)=O (cardice). Yields the product CN(C)C=CC(=O)C1=CC=C(C=C1)C(C)(C)C (1-(N,N-Dimethylamino)-3-(4-(1,1-dimethylethyl) phenyl)prop-1-en-3-one). As a reaction SMILES: [CH3:1][C:2]([C:5]1[CH:10]=[CH:9][C:8]([CH2:11][C:12]([CH2:14]C2C=CC(C(C)(C)C)=CC=2)=O)=[CH:7][CH:6]=1)([CH3:4])[CH3:3].C(O[CH:28](OCC)[N:29](C)[CH3:30])C.C([OH:37])C>C(=O)=O>[CH3:28][N:29]([CH:14]=[CH:12][C:11]([C:8]1[CH:9]=[CH:10][C:5]([C:2]([CH3:4])([CH3:3])[CH3:1])=[CH:6][CH:7]=1)=[O:37])[CH3:30]. Procedure details: To 4-(1,1-Dimethylethyl)phenylmethyl ketone (5 g) in absolute ethanol (50 ml) heated to 80° C. with stirring was added N,N-dimethylformamide diethyl acetal (5.01 g) in absolute ethanol (2.5 ml) dropwise over 5 minutes, heated under reflux with stirring overnight and the reaction followed by tlc. The excess ethanol was removed under reduced pressure to give a brown oil which was cooled in cardice to give a yellow solid. The product was recrystallised from petroleum ether 40°-60° C.